This data is from the Open Reaction Database (ORD), a public repository of structured organic reaction records. The task is: describe an organic reaction: reactants, conditions, products, and yield Reactants: ClC1=NC=C(C(=N1)C(F)(F)F)C(=O)N1CCOCC1 (4-{[2-chloro-4-(trifluoromethyl)pyrimidin-5-yl]carbonyl}morpholine), N1CCCC2=CC(=CC=C12)C(=O)OC (methyl 1,2,3,4-tetrahydroquinoline-6-carboxylate), C1=CC=C(C=C1)P(C2=CC=CC=C2)C3=C(C4=CC=CC=C4C=C3)C5=C(C=CC6=CC=CC=C65)P(C7=CC=CC=C7)C8=CC=CC=C8 ((R)-(+)-2,2′-bis(diphenylphosphino)-1,1′-binaphthyl), C([O-])([O-])=O.[Cs+].[Cs+] (cesium carbonate). The reagents and catalysts are C=1C=CC(=CC1)/C=C/C(=O)/C=C/C2=CC=CC=C2.C=1C=CC(=CC1)/C=C/C(=O)/C=C/C2=CC=CC=C2.C=1C=CC(=CC1)/C=C/C(=O)/C=C/C2=CC=CC=C2.[Pd].[Pd] (tris(dibenzylideneacetone)dipalladium(0)). Run in C1(=CC=CC=C1)C (toluene), O (water). Product: N1(CCOCC1)C(=O)C=1C(=NC(=NC1)N1CCCC2=CC(=CC=C12)C(=O)OC)C(F)(F)F (methyl 1-[5-(morpholin-4-ylcarbonyl)-4-(trifluoromethyl)pyrimidin-2-yl]-1,2,3,4-tetrahydroquinoline-6-carboxylate). Isolated yield 55.8%. RXN SMILES: Cl[C:2]1[N:7]=[C:6]([C:8]([F:11])([F:10])[F:9])[C:5]([C:12]([N:14]2[CH2:19][CH2:18][O:17][CH2:16][CH2:15]2)=[O:13])=[CH:4][N:3]=1.[NH:20]1[C:29]2[C:24](=[CH:25][C:26]([C:30]([O:32][CH3:33])=[O:31])=[CH:27][CH:28]=2)[CH2:23][CH2:22][CH2:21]1.C1C=CC(P(C2C=CC3C(=CC=CC=3)C=2C2C3C(=CC=CC=3)C=CC=2P(C2C=CC=CC=2)C2C=CC=CC=2)C2C=CC=CC=2)=CC=1.C(=O)([O-])[O-].[Cs+].[Cs+]>C1C=CC(/C=C/C(/C=C/C2C=CC=CC=2)=O)=CC=1.C1C=CC(/C=C/C(/C=C/C2C=CC=CC=2)=O)=CC=1.C1C=CC(/C=C/C(/C=C/C2C=CC=CC=2)=O)=CC=1.[Pd].[Pd].O.C1(C)C=CC=CC=1>[N:14]1([C:12]([C:5]2[C:6]([C:8]([F:11])([F:10])[F:9])=[N:7][C:2]([N:20]3[C:29]4[C:24](=[CH:25][C:26]([C:30]([O:32][CH3:33])=[O:31])=[CH:27][CH:28]=4)[CH2:23][CH2:22][CH2:21]3)=[N:3][CH:4]=2)=[O:13])[CH2:19][CH2:18][O:17][CH2:16][CH2:15]1 |f:3.4.5,6.7.8.9.10|. Procedure details: A mixture of 4-{[2-chloro-4-(trifluoromethyl)pyrimidin-5-yl]carbonyl}morpholine (200 mg), methyl 1,2,3,4-tetrahydroquinoline-6-carboxylate (323 mg), tris(dibenzylideneacetone)dipalladium(0) (19 mg), (R)-(+)-2,2′-bis(diphenylphosphino)-1,1′-binaphthyl (25 mg), cesium carbonate (661 mg), and toluene (3 mL) was heated with reflux for 1 hour. To the reaction mixture was added water and the aqueous layer was extracted with ethyl acetate. The organic layer was washed with saturated brine and dried ove... Starting materials: N[C@@H](CO)C(=O)O (serine), 2,3-diaminopropionic acid esters, NH2—CH—[CH(R3)—NH2]—C(O)ester, OCC(NC(=O)OC(C)(C)C)C(=O)O (HOCH2CH(NH-t-Boc)COOH), CCN=C=NCCCN(C)C.Cl (EDC HCl), C(C1=CC=CC=C1)ON (O-benzylhydroxylamine). Product: hydroxamate, OCC(NC(=O)OC(C)(C)C)C(=O)NOCC1=CC=CC=C1 (HOCH2CH(NH-t-Boc)CONHOBn). RXN SMILES: N[C@H](C(O)=O)CO.[OH:8][CH2:9][CH:10]([C:19]([OH:21])=O)[NH:11][C:12]([O:14][C:15]([CH3:18])([CH3:17])[CH3:16])=[O:13].[CH2:22]([O:29][NH2:30])[C:23]1[CH:28]=[CH:27][CH:26]=[CH:25][CH:24]=1.CCN=C=NCCCN(C)C.Cl>>[OH:8][CH2:9][CH:10]([C:19]([NH:30][O:29][CH2:22][C:23]1[CH:28]=[CH:27][CH:26]=[CH:25][CH:24]=1)=[O:21])[NH:11][C:12]([O:14][C:15]([CH3:16])([CH3:17])[CH3:18])=[O:13] |f:3.4|. Reported procedure: The 2,3-diaminopropionic acid esters, NH2—CH—[CH(R3)—NH2]—C(O)ester, are prepared as follows. t-Boc protected serine, HOCH2CH(NH-t-Boc)COOH, is coupled with O-benzylhydroxylamine at pH 4-5 with EDC HCl to provide the hydroxamate, HOCH2CH(NH-t-Boc)CONHOBn. The latter is cyclized in acetonitrile with triphenylphosphene-carbon tetrachloride in the presence of triethylamine to form the β-lactam, 1-benzyloxy-3-t-Boc-aminoazetidin-2-one. The β-lactam is then saponified with lithium hydroxide to provid... Starting materials: ClC1=C(C(=O)OC(C)C)C=C(C(=C1)F)N1C(NC2=C(C1=O)CCC2)=O (isopropyl 2-chloro-4-fluoro-5-(1,2,4,5,6,7-hexahydro-2,4-dioxo-3H-cyclopenta[d]pyrimidin-3-yl)-benzoate), ClC(=O)OC (methyl chloroformate). Yields the product ClC1=C(C(=O)OC(C)C)C=C(C(=C1)F)N1C(N(C2=C(C1=O)CCC2)C(=O)OC)=O (isopropyl 2-chloro-4-fluoro-5-(1,2,4,5,6,7-hexahydro-1-methoxycarbonyl-2,4-dioxo-3H-cyclopenta[d]pyrimidin-3-yl)-benzoate). As a reaction SMILES: [Cl:1][C:2]1[CH:13]=[C:12]([F:14])[C:11]([N:15]2[C:20](=[O:21])[C:19]3[CH2:22][CH2:23][CH2:24][C:18]=3[NH:17][C:16]2=[O:25])=[CH:10][C:3]=1[C:4]([O:6][CH:7]([CH3:9])[CH3:8])=[O:5].Cl[C:27]([O:29][CH3:30])=[O:28]>>[Cl:1][C:2]1[CH:13]=[C:12]([F:14])[C:11]([N:15]2[C:20](=[O:21])[C:19]3[CH2:22][CH2:23][CH2:24][C:18]=3[N:17]([C:27]([O:29][CH3:30])=[O:28])[C:16]2=[O:25])=[CH:10][C:3]=1[C:4]([O:6][CH:7]([CH3:9])[CH3:8])=[O:5]. Procedure details: using isopropyl 2-chloro-4-fluoro-5-(1,2,4,5,6,7-hexahydro-2,4-dioxo-3H-cyclopenta[d]pyrimidin-3-yl)-benzoate and methyl chloroformate there is obtained isopropyl 2-chloro-4-fluoro-5-(1,2,4,5,6,7-hexahydro-1-methoxycarbonyl-2,4-dioxo-3H-cyclopenta[d]pyrimidin-3-yl)-benzoate, 1H--NMR (CDCl3, 400 MHz) 7.84 ppm (d, 1H), 7.35 ppm (d, 1H), 5.24 ppm (m, 1H), 4.03 ppm (s, 3H), 3.02 ppm (m, 2H), 2.79 ppm (m, 2H), 2.16 ppm, (m, 2H), 1.36 ppm (d, 6H), Starting materials: OCC(=O)N (2-hydroxyacetamide), F[B-](F)(F)F.C(C)[O+](CC)CC (triethyloxonium tetrafluoroborate), NC=1C(=C2C(=NC1)C=CS2)N[C@H]2CCC(OC2)CC#N ({(5S)-5-[(6-aminothieno[3,2-b]pyridin-7-yl)amino]tetrahydro-2H-pyran-2-yl}acetonitrile). The solvent is C1CCOC1 (THF), C(C)O (ethanol). Run at time 2 hour. Product: OCC1=NC=2C(=C3C(=NC2)C=CS3)N1[C@H]1CC[C@@H](OC1)CC#N ({(2R,5S)-5-[2-(Hydroxymethyl)-1H-imidazo[4,5-d]thieno[3,2-b]pyridin-1-yl]tetrahydro-2H-pyran-2-yl}acetonitrile). The yield is 34.8%. RXN SMILES: [OH:1][CH2:2][C:3](N)=O.F[B-](F)(F)F.C([O+](CC)CC)C.[NH2:18][C:19]1[C:20]([NH:28][C@@H:29]2[CH2:34][O:33][CH:32]([CH2:35][C:36]#[N:37])[CH2:31][CH2:30]2)=[C:21]2[S:27][CH:26]=[CH:25][C:22]2=[N:23][CH:24]=1>C1COCC1.C(O)C>[OH:1][CH2:2][C:3]1[N:28]([C@@H:29]2[CH2:34][O:33][C@@H:32]([CH2:35][C:36]#[N:37])[CH2:31][CH2:30]2)[C:20]2=[C:21]3[S:27][CH:26]=[CH:25][C:22]3=[N:23][CH:24]=[C:19]2[N:18]=1 |f:1.2|. Reported procedure: A mixture of 2-hydroxyacetamide (93.3 mg, 1.24 mmol) and triethyloxonium tetrafluoroborate (234 mg, 1.23 mmol) in THF (2 mL) was stirred at room temperature for 2 h. The solvent was removed and the residue dissolved in ethanol (0.7 mL) and added to a suspension of {(5S)-5-[(6-aminothieno[3,2-b]pyridin-7-yl)amino]tetrahydro-2H-pyran-2-yl}acetonitrile (101 mg, 0.350 mmol) in ethanol (2.6 mL). The reaction mixture was stirred at 80° C. for 1 h, and then cooled to room temperature. The solid was fil... The reactants are [Br-].[Li+] (lithium bromide), ClP(C(C)(C)C)C(C)(C)C (chlorodi-tert-butylphosphine), ClC1(C(C1)(C1=CC=CC=C1)C1=CC=CC=C1)C (1-chloro-1-methyl-2,2-diphenylcyclopropane), [Mg] (magnesium), II (iodine). Reagents/catalysts: [Cu](I)I (copper iodide). Run in C1CCOC1 (THF), CCCCCC (hexane). Reaction conditions: temperature 60 celsius, time 5 hour. Yields the product C1(=CC=CC=C1)C1(C(C1)(C)P(C(C)(C)C)C(C)(C)C)C1=CC=CC=C1 (2,2-diphenyl-1-(di-tert-butyl-phosphino)-1-methylcyclopropane). Yield: 25.2%. RXN SMILES: Cl[C:2]1([CH3:17])[CH2:4][C:3]1([C:11]1[CH:16]=[CH:15][CH:14]=[CH:13][CH:12]=1)[C:5]1[CH:10]=[CH:9][CH:8]=[CH:7][CH:6]=1.[Mg].II.[Br-].[Li+].Cl[P:24]([C:29]([CH3:32])([CH3:31])[CH3:30])[C:25]([CH3:28])([CH3:27])[CH3:26]>CCCCCC.[Cu](I)I.C1COCC1>[C:5]1([C:3]2([C:11]3[CH:16]=[CH:15][CH:14]=[CH:13][CH:12]=3)[CH2:4][C:2]2([P:24]([C:29]([CH3:32])([CH3:31])[CH3:30])[C:25]([CH3:28])([CH3:27])[CH3:26])[CH3:17])[CH:10]=[CH:9][CH:8]=[CH:7][CH:6]=1 |f:3.4|. Procedure: Under a nitrogen atmosphere, 1-chloro-1-methyl-2,2-diphenylcyclopropane (2.43 g, 10.0 mmol), magnesium (0.279 g, 11.5 mmol) and THF (10 ml) were placed in a reaction flask, followed by addition of a trace amount of iodine and stirring at 60° C. for 5 hours. After cooling, copper iodide (1.92 g, 10.0 mmol), lithium bromide (0.879 g, 10.1 mmol) and chlorodi-tert-butylphosphine (2.1 ml, 11.0 mmol) were added and the resulting mixture was stirred at 60° C. for 3 hours, followed by cooling to room te...